describe an organic reaction: reactants, conditions, products, and yield From a dataset of the Open Reaction Database (ORD), a public repository of structured organic reaction records. Starting materials: FC(C(=O)O)(F)F.CN(CCN1C(=NC(=C1)C1=CC(=C(C=C1)F)C(F)(F)F)C1CCN(CC1)C1=C(C(=NC=N1)N)C=C)C (6-{4-[1-(2-dimethylamino-ethyl)-4-(4-fluoro-3-trifluoromethyl-phenyl)-1H-imidazol-2-yl]-piperidin-1-yl}-5-vinyl-pyrimidin-4-ylamine; compound with trifluoro-acetic acid), CO (methanol). Reagents/catalysts: [Pd] (Pd/C). Product: CN(CCN1C(=NC(=C1)C1=CC(=C(C=C1)F)C(F)(F)F)C1CCN(CC1)C1=C(C(=NC=N1)N)CC)C (6-(4-(1-(2-(Dimethylamino)ethyl)-4-(4-fluoro-3-(trifluoromethyl)phenyl)-1H-imidazol-2-yl)piperidin-1-yl)-5-ethylpyrimidin-4-amine). Reaction SMILES: FC(F)(F)C(O)=O.[CH3:8][N:9]([CH3:43])[CH2:10][CH2:11][N:12]1[CH:16]=[C:15]([C:17]2[CH:22]=[CH:21][C:20]([F:23])=[C:19]([C:24]([F:27])([F:26])[F:25])[CH:18]=2)[N:14]=[C:13]1[CH:28]1[CH2:33][CH2:32][N:31]([C:34]2[N:39]=[CH:38][N:37]=[C:36]([NH2:40])[C:35]=2[CH:41]=[CH2:42])[CH2:30][CH2:29]1.CO>[Pd]>[CH3:8][N:9]([CH3:43])[CH2:10][CH2:11][N:12]1[CH:16]=[C:15]([C:17]2[CH:22]=[CH:21][C:20]([F:23])=[C:19]([C:24]([F:27])([F:25])[F:26])[CH:18]=2)[N:14]=[C:13]1[CH:28]1[CH2:29][CH2:30][N:31]([C:34]2[N:39]=[CH:38][N:37]=[C:36]([NH2:40])[C:35]=2[CH2:41][CH3:42])[CH2:32][CH2:33]1 |f:0.1|. Procedure details: In a 10 mL round-bottom flask containing 6-{4-[1-(2-dimethylamino-ethyl)-4-(4-fluoro-3-trifluoromethyl-phenyl)-1H-imidazol-2-yl]-piperidin-1-yl}-5-vinyl-pyrimidin-4-ylamine; compound with trifluoro-acetic acid (25.00 mg; 0.04 mmol; 1.00 eq.) in methanol (2.00 ml; 49.37 mmol; 1231.95 eq.) under argon was slowly poured 10% Pd/C (80.00 mg; 0.75 mmol; 18.76 eq.). The round-bottom flask was vacuumed and then filled with H2. The procedure was repeated for 4 more times before the mixture was stirred at...